describe an organic reaction: reactants, conditions, products, and yield From a dataset of the Open Reaction Database (ORD), a public repository of structured organic reaction records. Reactants: CC1(C(N(C(N1CCCCCCCCCS(=O)CCCC(C(F)(F)F)(F)F)=O)C1=CC(=C(C=C1)[N+](=O)[O-])C(F)(F)F)=O)C (5,5-dimethyl-3-[4-nitro-3-(trifluoromethyl)phenyl]-1-{9-[(4,4,5,5,5-pentafluoropentyl)sulphinyl]nonyl}imidazolidine-2,4-dione), CC1(C(N(C(N1CCCCCSCCCC(C(F)(F)F)(F)F)=O)C1=CC(=C(C=C1)[N+](=O)[O-])C(F)(F)F)=O)C (5,5-dimethyl-3-[4-nitro-3-(trifluoromethyl)phenyl]-1-{5-[(4,4,5,5,5-pentafluoropentyl)thio]pentyl}imidazolidine-2,4-dione). Product: CC1(C(N(C(N1CCCCCS(=O)CCCC(C(F)(F)F)(F)F)=O)C1=CC(=C(C=C1)[N+](=O)[O-])C(F)(F)F)=O)C (5,5-dimethyl-3-[4-nitro-3-(trifluoromethyl)phenyl]-1-{5-[(4,4,5,5,5-pentafluoropentyl)sulphinyl]pentyl}imidazolidine-2,4-dione). Reaction SMILES: CC1(C)N(CCCCCCCCCS(CCCC(F)(F)C(F)(F)F)=[O:17])C(=O)N(C2C=CC([N+]([O-])=O)=C(C(F)(F)F)C=2)C1=O.[CH3:44][C:45]1([CH3:81])[N:49]([CH2:50][CH2:51][CH2:52][CH2:53][CH2:54][S:55][CH2:56][CH2:57][CH2:58][C:59]([F:65])([F:64])[C:60]([F:63])([F:62])[F:61])[C:48](=[O:66])[N:47]([C:67]2[CH:72]=[CH:71][C:70]([N+:73]([O-:75])=[O:74])=[C:69]([C:76]([F:79])([F:78])[F:77])[CH:68]=2)[C:46]1=[O:80]>>[CH3:44][C:45]1([CH3:81])[N:49]([CH2:50][CH2:51][CH2:52][CH2:53][CH2:54][S:55]([CH2:56][CH2:57][CH2:58][C:59]([F:64])([F:65])[C:60]([F:63])([F:62])[F:61])=[O:17])[C:48](=[O:66])[N:47]([C:67]2[CH:72]=[CH:71][C:70]([N+:73]([O-:75])=[O:74])=[C:69]([C:76]([F:79])([F:78])[F:77])[CH:68]=2)[C:46]1=[O:80]. Procedure: The experimental protocol used is the same as that described for the synthesis of the compound of Example 2, the compound of Example 4 replacing the compound of Example 1. 136 mg of a white solid is obtained (73%). Melting point: 95-96° C.